From a dataset of the Open Reaction Database (ORD), a public repository of structured organic reaction records. describe an organic reaction: reactants, conditions, products, and yield The reactants are C(OC(Cl)(Cl)Cl)(OC(Cl)(Cl)Cl)=O (bis(trichloromethyl) carbonate), C1NCCC2=CC=CC=C12 (1,2,3,4-tetrahydro-isoquinoline). The solvent is C(Cl)Cl (methylene chloride), C(Cl)Cl (methylene chloride), C(C)N(CC)CC (triethylamine), C(Cl)Cl (methylene chloride). Reaction conditions: time 2 hour. Yields the product C1N(CCC2=CC=CC=C12)C(=O)Cl (3,4-dihydro-1H-isoquinoline-2-carbonyl chloride). Yield: 282.7%. As a reaction SMILES: C(=O)(OC(Cl)(Cl)Cl)[O:2][C:3]([Cl:6])(Cl)Cl.[CH2:13]1[C:22]2[C:17](=[CH:18][CH:19]=[CH:20][CH:21]=2)[CH2:16][CH2:15][NH:14]1>C(Cl)Cl.C(N(CC)CC)C>[CH2:13]1[C:22]2[C:17](=[CH:18][CH:19]=[CH:20][CH:21]=2)[CH2:16][CH2:15][N:14]1[C:3]([Cl:6])=[O:2]. Reported procedure: A solution of 1.47 g of bis(trichloromethyl) carbonate in 10 ml of methylene chloride was added dropwise within 20 min. to a solution of 2 g of 1,2,3,4-tetrahydro-isoquinoline in 30 ml of methylene chloride and 2.5 ml of triethylamine under argon at 0° C. The reaction mixture was stirred at room temperature for 2 h., then diluted with 50 ml of methylene chloride and washed with 50 ml of water, 50 ml of a 5% hydrochloric acid solution, 50 ml of a saturated sodium hydrogen carbonate solution and 5... Reactants: NC1=NC=C(C(=N1)C=1OC=CC1)C=1C=CC(N(C1)C)=O (5-[2-amino-4-(2-furyl)pyrimidin-5-yl]-1-methylpyridin-2(1H)-one), ClC1=CC=C(C=N1)C(C(=O)C=1OC=CC1)=CN(C)C (2-(6-chloro-3-pyridyl)-3-dimethylamino-1-(2-furyl)-2-propene-1-one), NC(=N)N (guanidine). The product is ClC1=CC=C(C=N1)C=1C(=NC(=NC1)N)C=1OC=CC1 (5-(6-chloro-3-pyridyl)-4-(2-furyl)-2-pyrimidinylamine). As a reaction SMILES: [NH2:1][C:2]1[N:7]=[C:6]([C:8]2[O:9][CH:10]=[CH:11][CH:12]=2)[C:5]([C:13]2[CH:14]=[CH:15][C:16](=O)[N:17](C)[CH:18]=2)=[CH:4][N:3]=1.[Cl:21]C1N=CC(C(=CN(C)C)C(C2OC=CC=2)=O)=CC=1.NC(N)=N>>[Cl:21][C:16]1[N:17]=[CH:18][C:13]([C:5]2[C:6]([C:8]3[O:9][CH:10]=[CH:11][CH:12]=3)=[N:7][C:2]([NH2:1])=[N:3][CH:4]=2)=[CH:14][CH:15]=1. Reported procedure: The process for preparing 5-[2-amino-4-(2-furyl)pyrimidin-5-yl]-1-methylpyridin-2(1H)-one disclosed in patent document 1 is, as shown in the reaction scheme below, a method of allowing 2-(6-chloro-3-pyridyl)-3-dimethylamino-1-(2-furyl)-2-propene-1-one to react with guanidine to afford 5-(6-chloro-3-pyridyl)-4-(2-furyl)-2-pyrimidinylamine, oxidizing this to afford 5-[2-amino-4-(2-furyl)-5-pyrimidinyl]-1,2-dihydro-2-pyridinone, and then methylating this. Reactants: CCN=C=NCCCN(C)C, CCN(C(C)C)C(C)C, Cl, O=C(O)c1ccnn(-c2ccc(F)cc2)c1=O, CC(C)(C)OC(=O)N1CC=C(c2cc3nccc(Oc4ccc(N)cc4F)c3s2)CC1, CN(C)C=O, On1nnc2ccccc21. Product: CC(C)(C)OC(=O)N1CC=C(c2cc3nccc(Oc4ccc(NC(=O)c5ccnn(-c6ccc(F)cc6)c5=O)cc4F)c3s2)CC1. Reaction SMILES: [CH2:50]([N:51]=[C:52]=[N:53][CH2:54][CH2:55][CH2:56][N:57]([CH3:58])[CH3:59])[CH3:60].[CH2:71]([N:72]([CH:73]([CH3:74])[CH3:75])[CH:76]([CH3:77])[CH3:78])[CH3:79].[ClH:49].[F:32][c:33]1[cH:34][cH:35][c:36](-[n:39]2[n:40][cH:41][cH:42][c:43]([C:46](=[O:47])[OH:48])[c:44]2=[O:45])[cH:37][cH:38]1.[NH2:1][c:2]1[cH:3][c:4]([F:31])[c:5]([O:6][c:7]2[c:8]3[c:9]([n:10][cH:11][cH:12]2)[cH:13][c:14]([C:16]2=[CH:17][CH2:18][N:19]([C:22](=[O:23])[O:24][C:25]([CH3:26])([CH3:27])[CH3:28])[CH2:20][CH2:21]2)[s:15]3)[cH:29][cH:30]1.[O:80]=[CH:81][N:82]([CH3:83])[CH3:84].[n:61]1([OH:62])[c:63]2[cH:64][cH:65][cH:66][cH:67][c:68]2[n:69][n:70]1>>[NH:1]([c:2]1[cH:3][c:4]([F:31])[c:5]([O:6][c:7]2[c:8]3[c:9]([n:10][cH:11][cH:12]2)[cH:13][c:14]([C:16]2=[CH:17][CH2:18][N:19]([C:22](=[O:23])[O:24][C:25]([CH3:26])([CH3:27])[CH3:28])[CH2:20][CH2:21]2)[s:15]3)[cH:29][cH:30]1)[C:46]([c:43]1[cH:42][cH:41][n:40][n:39](-[c:36]2[cH:35][cH:34][c:33]([F:32])[cH:38][cH:37]2)[c:44]1=[O:45])=[O:47]. Reactants: glass, CSC.B (borane-dimethyl sulfide), N[C@@H](CC1=CC=CC=C1)C(=O)O (phenylalanine), [OH-].[Na+] (sodium hydroxide), B(F)(F)F.CCOCC (boron trifluoride diethyl etherate). Solvent: O1CCCC1 (tetrahydrofuran), O1CCCC1.O (tetrahydrofuran water). Conditions: time 7 hour. Product: NC(CO)CC1=CC=CC=C1 (2-amino-3-phenyl-1-propanol). Yield: 76.6%. As a reaction SMILES: [NH2:1][C@H:2]([C:10](O)=[O:11])[CH2:3][C:4]1[CH:9]=[CH:8][CH:7]=[CH:6][CH:5]=1.B(F)(F)F.CCOCC.CSC.B.[OH-].[Na+]>O1CCCC1.O.O1CCCC1>[NH2:1][CH:2]([CH2:3][C:4]1[CH:9]=[CH:8][CH:7]=[CH:6][CH:5]=1)[CH2:10][OH:11] |f:1.2,3.4,5.6,7.8|. Procedure details: A dry, 12-liter glass reaction vessel equipped as described in Example 1 was charged with 1.17 kilograms (7.1 moles) of phenylalanine and 3 liters of tetrahydrofuran. Using the procedure described in Example 1, boron trifluoride diethyl etherate (0.96 liter, 7.8 moles) was added followed by 0.78 liter (7.8 moles) of borane-dimethyl sulfide at reflux. The addition took 7 hours and heating was then continued for an additional 3 hours following the addition. The reaction mixture was then hydrolyzed...